From a dataset of the Open Reaction Database (ORD), a public repository of structured organic reaction records. describe an organic reaction: reactants, conditions, products, and yield The reactants are Br.C(C)C1=NN(C(S1)=N)CC1=CC=C(C=C1)C1=C(C=CC=C1)C#N (5-ethyl-2-imino-3-(2'-cyanobiphenyl-4-yl)methyl-1,3,4-thiadiazoline.hydrobromide), C[Sn](C)(C)N=[N+]=[N-] (trimethyltin azide), Cl (hydrochloric acid). Run in C1(=CC=CC=C1)C (toluene). Yields the product C(C)C1=NN(C(S1)=N)CC1=CC=C(C=C1)C1=C(C=CC=C1)C1=NN=NN1 (5-ethyl-2-imino-3-[2'-(1H-tetrazol-5-yl)biphenyl-4-yl]methyl-1,3,4-thiadiazoline). Yield: 3.1%. Reaction SMILES: Br.[CH2:2]([C:4]1[S:8][C:7](=[NH:9])[N:6]([CH2:10][C:11]2[CH:16]=[CH:15][C:14]([C:17]3[CH:22]=[CH:21][CH:20]=[CH:19][C:18]=3[C:23]#[N:24])=[CH:13][CH:12]=2)[N:5]=1)[CH3:3].C[Sn]([N:29]=[N+:30]=[N-:31])(C)C.Cl>C1(C)C=CC=CC=1>[CH2:2]([C:4]1[S:8][C:7](=[NH:9])[N:6]([CH2:10][C:11]2[CH:16]=[CH:15][C:14]([C:17]3[CH:22]=[CH:21][CH:20]=[CH:19][C:18]=3[C:23]3[NH:31][N:30]=[N:29][N:24]=3)=[CH:13][CH:12]=2)[N:5]=1)[CH3:3] |f:0.1|. Procedure details: In 20 ml of toluene, 2.0 g of 5-ethyl-2-imino-3-(2'-cyanobiphenyl-4-yl)methyl-1,3,4-thiadiazoline.hydrobromide and 1.1 g of trimethyltin azide were suspended, followed by heating under reflux for 6 hours. After cooling, the reaction mixture was subjected to column chromatography on a silica gel and eluted using chloroform:methanol (20:1)→chloroform:methanol:acetic acid (20:10:1). The eluate fraction thus obtained were then distilled off under reduced pressure. To the residue, 40 ml of 2N sodium ... The reactants are BrCCCCCCO (6-bromohexanol), OC1=CC=C(C(=O)O)C=C1 (p-hydroxybenzoic acid), ethanol-dioxane, [OH-].[K+] (potassium hydroxide). The product is OCCCCCCOC1=CC=C(C(=O)O)C=C1 (4-(6-hydroxyhexyloxy)benzoic acid). The yield is 56.9%. Reaction SMILES: [OH:1][C:2]1[CH:10]=[CH:9][C:5]([C:6]([OH:8])=[O:7])=[CH:4][CH:3]=1.[OH-].[K+].Br[CH2:14][CH2:15][CH2:16][CH2:17][CH2:18][CH2:19][OH:20]>>[OH:20][CH2:19][CH2:18][CH2:17][CH2:16][CH2:15][CH2:14][O:1][C:2]1[CH:10]=[CH:9][C:5]([C:6]([OH:8])=[O:7])=[CH:4][CH:3]=1 |f:1.2|. Procedure: 5.4 g of p-hydroxybenzoic acid was added to ethanol-dioxane mixture solvent, and an aqueous solution containing 6.6 g of potassium hydroxide was added thereto, followed by dropwise addition of 7.9 g of 6-bromohexanol and 12 hours of heat refluxing. The reaction mixture was then acidified, extracted with ethyl acetate and purified by column chromatography to obtain 5.3 g of the product (Yield: 57 %).